The task is: describe an organic reaction: reactants, conditions, products, and yield. This data is from the Open Reaction Database (ORD), a public repository of structured organic reaction records. The reactants are CO, COC(=O)c1ccc(S(C)(=O)=O)c(C2=NOC(Cc3ccccc3)C2)c1Cl. The product is CS(=O)(=O)c1ccc(C(=O)O)c(Cl)c1C1=NOC(Cc2ccccc2)C1. Reaction SMILES: [CH3:28][OH:29].[Cl:1][c:2]1[c:3]([C:4](=[O:5])[O:6][CH3:7])[cH:8][cH:9][c:10]([S:24](=[O:25])(=[O:26])[CH3:27])[c:11]1[C:12]1=[N:13][O:14][CH:15]([CH2:17][c:18]2[cH:19][cH:20][cH:21][cH:22][cH:23]2)[CH2:16]1>>[Cl:1][c:2]1[c:3]([C:4](=[O:5])[OH:6])[cH:8][cH:9][c:10]([S:24](=[O:25])(=[O:26])[CH3:27])[c:11]1[C:12]1=[N:13][O:14][CH:15]([CH2:17][c:18]2[cH:19][cH:20][cH:21][cH:22][cH:23]2)[CH2:16]1. The reactants are C=CCC1(c2ccc(F)cc2)CCN(N(C)c2ccccc2)C(=O)O1, C1CCOC1, CC(C)C(C)BC(C)C(C)C. The product is CN(c1ccccc1)N1CCC(CCCO)(c2ccc(F)cc2)OC1=O. Reaction SMILES: [CH2:12]([CH:13]=[CH2:14])[C:15]1([c:30]2[cH:31][cH:32][c:33]([F:36])[cH:34][cH:35]2)[CH2:16][CH2:17][N:18]([N:22]([c:23]2[cH:24][cH:25][cH:26][cH:27][cH:28]2)[CH3:29])[C:19](=[O:21])[O:20]1.[CH2:37]1[CH2:40][CH2:39][CH2:38][O:41]1.[CH:1]([BH:2][CH:3]([CH:4]([CH3:5])[CH3:6])[CH3:7])([CH:8]([CH3:9])[CH3:10])[CH3:11]>>[CH2:12]([CH2:13][CH2:14][OH:41])[C:15]1([c:30]2[cH:31][cH:32][c:33]([F:36])[cH:34][cH:35]2)[CH2:16][CH2:17][N:18]([N:22]([c:23]2[cH:24][cH:25][cH:26][cH:27][cH:28]2)[CH3:29])[C:19](=[O:21])[O:20]1. Reactants: Cc1c(Br)cccc1CO, C1CCOC1. The product is Cc1c(Br)cccc1C=O. RXN SMILES: [Br:1][c:2]1[c:3]([CH3:10])[c:4]([CH2:8][OH:9])[cH:5][cH:6][cH:7]1.[CH2:11]1[O:12][CH2:13][CH2:14][CH2:15]1>>[Br:1][c:2]1[c:3]([CH3:10])[c:4]([CH:8]=[O:9])[cH:5][cH:6][cH:7]1. Starting materials: COc1ccc(Br)cc1C(=O)c1ccc(Nc2ccc(F)cc2F)cc1Cl, C#C[Si](C)(C)C, Cc1ccc(C#C[Si](C)(C)C)cc1C(=O)c1ccc(Nc2ccc(F)cc2F)cc1Cl. Yields the product COc1ccc(C#C[Si](C)(C)C)cc1C(=O)c1ccc(Nc2ccc(F)cc2F)cc1Cl. As a reaction SMILES: [Br:32][c:33]1[cH:34][cH:35][c:36]([O:37][CH3:38])[c:41]([C:39](=[O:40])[c:42]2[cH:43][cH:44][c:45]([NH:46][c:47]3[cH:48][cH:49][c:50]([F:51])[cH:52][c:53]3[F:54])[cH:55][c:56]2[Cl:57])[cH:58]1.[C:59]([Si:60]([CH3:61])([CH3:62])[CH3:63])#[CH:64].[Cl:1][c:2]1[c:3]([C:17](=[O:18])[c:19]2[c:20]([CH3:31])[cH:21][cH:22][c:23]([C:25]#[C:26][Si:27]([CH3:28])([CH3:29])[CH3:30])[cH:24]2)[cH:4][cH:5][c:6]([NH:8][c:9]2[c:10]([F:16])[cH:11][c:12]([F:15])[cH:13][cH:14]2)[cH:7]1>>[Cl:1][c:2]1[c:3]([C:17](=[O:18])[c:19]2[c:20]([O:40][CH3:39])[cH:21][cH:22][c:23]([C:25]#[C:26][Si:27]([CH3:28])([CH3:29])[CH3:30])[cH:24]2)[cH:4][cH:5][c:6]([NH:8][c:9]2[c:10]([F:16])[cH:11][c:12]([F:15])[cH:13][cH:14]2)[cH:7]1. The reactants are C1CCOC1, Cc1cc(-c2ccccc2C=O)cs1, CCCC[N+](CCCC)(CCCC)CCCC, Cl, [F-], C[Si](C)(C)C(F)(F)F. The product is Cc1cc(-c2ccccc2C(O)C(F)(F)F)cs1. Reaction SMILES: [CH2:42]1[O:43][CH2:44][CH2:45][CH2:46]1.[CH3:19][c:20]1[cH:21][c:22](-[c:25]2[c:26]([CH:27]=[O:28])[cH:29][cH:30][cH:31][cH:32]2)[cH:23][s:24]1.[CH3:2][CH2:3][CH2:4][CH2:5][N+:6]([CH2:7][CH2:8][CH2:9][CH3:10])([CH2:11][CH2:12][CH2:13][CH3:14])[CH2:15][CH2:16][CH2:17][CH3:18].[ClH:41].[F-:1].[F:33][C:34]([F:35])([F:36])[Si:37]([CH3:38])([CH3:39])[CH3:40]>>[CH3:19][c:20]1[cH:21][c:22](-[c:25]2[c:26]([CH:27]([OH:28])[C:34]([F:33])([F:35])[F:36])[cH:29][cH:30][cH:31][cH:32]2)[cH:23][s:24]1. The reactants are CC1=NN2C(N=C(C(=C2)C2=CC=CC=C2)C2=CC=C(C=O)C=C2)=N1 (4-(2-methyl-6-phenyl[1,2,4]triazolo[1,5-a]pyrimidin-5-yl)benzaldehyde), [BH-](OC(=O)C)(OC(=O)C)OC(=O)C.[Na+] (NaBH(OAc)3), 2-(5-piperidin-4H[1,2,4]triazol-3-yl)-pyridine, N(N)C(=O)C1CCN(CC1)C(=O)OC(C)(C)C (tert-butyl 4-(hydrazinocarbonyl)piperidine-1-carboxylate), N1=C(C=CC=C1)C#N (pyridine-2-carbonitrile), [BH-](OC(=O)C)(OC(=O)C)OC(=O)C.[Na+] (NaBH(OAc)3). Run in CN(C)C=O (DMF), C(C)(=O)O (acetic acid), C(C)N(CC)CC (triethylamine), CO (methanol). Product: CC1=NN2C(N=C(C(=C2)C2=CC=CC=C2)C2=CC=C(C=C2)CN2CCC(CC2)C2=NNC(=N2)C2=NC=CC=C2)=N1 (2-Methyl-6-phenyl-5-(4-{[4-(5-pyridin-2-yl-1,2,4-triazol-3-yl)piperidin-1-yl]methyl}phenyl)[1,2,4]triazolo[1,5-a]pyrimidine). As a reaction SMILES: [NH:1]([C:3]([CH:5]1[CH2:10][CH2:9][N:8]([C:11](OC(C)(C)C)=O)[CH2:7][CH2:6]1)=O)[NH2:2].[N:18]1[CH:23]=[CH:22][CH:21]=[CH:20][C:19]=1[C:24]#[N:25].[CH3:26][C:27]1[N:49]=[C:30]2[N:31]=[C:32]([C:41]3[CH:48]=[CH:47][C:44](C=O)=[CH:43][CH:42]=3)[C:33]([C:35]3[CH:40]=[CH:39][CH:38]=[CH:37][CH:36]=3)=[CH:34][N:29]2[N:28]=1.[BH-](OC(C)=O)(OC(C)=O)OC(C)=O.[Na+]>CO.CN(C=O)C.C(O)(=O)C.C(N(CC)CC)C>[CH3:26][C:27]1[N:49]=[C:30]2[N:31]=[C:32]([C:41]3[CH:42]=[CH:43][C:44]([CH2:11][N:8]4[CH2:7][CH2:6][CH:5]([C:3]5[N:25]=[C:24]([C:19]6[CH:20]=[CH:21][CH:22]=[CH:23][N:18]=6)[NH:2][N:1]=5)[CH2:10][CH2:9]4)=[CH:47][CH:48]=3)[C:33]([C:35]3[CH:40]=[CH:39][CH:38]=[CH:37][CH:36]=3)=[CH:34][N:29]2[N:28]=1 |f:3.4|. Procedure details: 8.03 ml triethylamine is added to a solution of 9.13 g 2-(5-piperidin-4H[1,2,4]triazol-3-yl)-pyridine*2HCl (prepared from tert-butyl 4-(hydrazinocarbonyl)piperidine-1-carboxylate and pyridine-2-carbonitrile according to a procedure described in U.S. Pat. No. 4,011,218 or WO2005100344) in 150 ml methanol. To this solution a solution of 7.90 g 4-(2-methyl-6-phenyl[1,2,4]triazolo[1,5-a]pyrimidin-5-yl)benzaldehyde in 150 ml DMF is added, followed by 4.14 ml glacial acetic acid and 10.65 g NaBH(OAc)3... The reactants are intermediate 17, FC(C(=O)O)(F)F.C1(=CC=CC=C1)C[C@@H](N)C=1OC(=NN1)C1=CC=CC=C1 ((1R)-2-phenyl-1-(5-phenyl-1,3,4-oxadiazol-2-yl)ethanamine trifluoroacetic acid salt), FC(C(=O)O)(F)F.C1(=CC=CC=C1)C[C@@H](N)C=1OC(=NN1)C1=CC=CC=C1 ((1R)-2-phenyl-1-(5-phenyl-1,3,4-oxadiazol-2-yl)ethanamine trifluoroacetic acid salt), C(C)(C)(C)OC(=O)N([C@@H](C(C)C)C(=O)N[C@@H](C(C)C)C(=O)N(C)[C@H]([C@@H](CC(=O)N1[C@@H](CCC1)[C@@H]([C@@H](C)C(=O)O)OC)OC)[C@H](CC)C)C (N-(tert-butoxycarbonyl)-N-methyl-L-valyl-N-[(3R,4S,5S)-1-{(2S)-2-[(1R,2R)-2-carboxy-1-methoxypropyl]pyrrolidin-1-yl}-3-methoxy-5-methyl-1-oxoheptan-4-yl]-N-methyl-L-valinamide), C(C)(C)(C)OC(=O)N([C@@H](C(C)C)C(=O)N[C@@H](C(C)C)C(=O)N(C)[C@H]([C@@H](CC(=O)N1[C@@H](CCC1)[C@@H]([C@@H](C)C(=O)O)OC)OC)[C@H](CC)C)C (N-(tert-butoxycarbonyl)-N-methyl-L-valyl-N-[(3R,4S,5S)-1-{(2S)-2-[(1R,2R)-2-carboxy-1-methoxypropyl]pyrrolidin-1-yl}-3-methoxy-5-methyl-1-oxoheptan-4-yl]-N-methyl-L-valinamide). The product is C(C)(C)(C)OC(=O)N([C@@H](C(C)C)C(=O)N[C@@H](C(C)C)C(=O)N(C)[C@H]([C@@H](CC(=O)N1[C@@H](CCC1)[C@@H]([C@H](C(N[C@H](CC1=CC=CC=C1)C=1OC(=NN1)C1=CC=CC=C1)=O)C)OC)OC)[C@H](CC)C)C (N-(tert-butoxycarbonyl)-N-methyl-L-valyl-N-[(3R,4S,5S)-3-methoxy-1-{(2S)-2-[(1R,2R)-1-methoxy-2-methyl-3-oxo-3-{[(1R)-2-phenyl-1-(5-phenyl-1,3,4-oxadiazol-2-yl)ethyl]amino}propyl]pyrrolidin-1-yl}-5-methyl-1-oxoheptan-4-yl]-N-methyl-L-valinamide). Reported procedure: First, N-(tert-butoxycarbonyl)-N-methyl-L-valyl-N-[(3R,4S,5S)-3-methoxy-1-{(2S)-2-[(1R,2R)-1-methoxy-2-methyl-3-oxo-3-{[(1R)-2-phenyl-1-(5-phenyl-1,3,4-oxadiazol-2-yl)ethyl]amino}propyl]pyrrolidin-1-yl}-5-methyl-1-oxoheptan-4-yl]-N-methyl-L-valinamide was synthesized by analogy with the synthesis of intermediate 17 by reacting 20 mg (29 μmol) N-(tert-butoxycarbonyl)-N-methyl-L-valyl-N-[(3R,4S,5S)-1-{(2S)-2-[(1R,2R)-2-carboxy-1-methoxypropyl]pyrrolidin-1-yl}-3-methoxy-5-methyl-1-oxoheptan-4-yl]-N... Reaction SMILES: [C:1]([O:5][C:6]([N:8]([CH3:48])[C@H:9]([C:13]([NH:15][C@H:16]([C:20]([N:22]([C@@H:24]([C@@H:44]([CH3:47])[CH2:45][CH3:46])[C@H:25]([O:42][CH3:43])[CH2:26][C:27]([N:29]1[CH2:33][CH2:32][CH2:31][C@H:30]1[C@H:34]([O:40][CH3:41])[C@H:35]([C:37](O)=[O:38])[CH3:36])=[O:28])[CH3:23])=[O:21])[CH:17]([CH3:19])[CH3:18])=[O:14])[CH:10]([CH3:12])[CH3:11])=[O:7])([CH3:4])([CH3:3])[CH3:2].FC(F)(F)C(O)=O.[C:56]1([CH2:62][C@H:63]([C:65]2[O:66][C:67]([C:70]3[CH:75]=[CH:74][CH:73]=[CH:72][CH:71]=3)=[N:68][N:69]=2)[NH2:64])[CH:61]=[CH:60][CH:59]=[CH:58][CH:57]=1>>[C:1]([O:5][C:6]([N:8]([CH3:48])[C@H:9]([C:13]([NH:15][C@H:16]([C:20]([N:22]([C@@H:24]([C@@H:44]([CH3:47])[CH2:45][CH3:46])[C@H:25]([O:42][CH3:43])[CH2:26][C:27]([N:29]1[CH2:33][CH2:32][CH2:31][C@H:30]1[C@H:34]([O:40][CH3:41])[C@@H:35]([CH3:36])[C:37](=[O:38])[NH:64][C@@H:63]([C:65]1[O:66][C:67]([C:70]2[CH:75]=[CH:74][CH:73]=[CH:72][CH:71]=2)=[N:68][N:69]=1)[CH2:62][C:56]1[CH:57]=[CH:58][CH:59]=[CH:60][CH:61]=1)=[O:28])[CH3:23])=[O:21])[CH:17]([CH3:19])[CH3:18])=[O:14])[CH:10]([CH3:11])[CH3:12])=[O:7])([CH3:2])([CH3:4])[CH3:3] |f:1.2|. The reactants are CNC(=O)C=1SC(=C(C1)C1=CC=C(C=C1)SC)C1=CC=C(C=C1)F (N-methyl-5-(4-fluorophenyl)-4-[4-(methylthio)phenyl]thiophene-2-carboxamide), I(=O)(=O)(=O)[O-].[Na+] (sodium periodate), O (water). Solvent: CO (methanol). Reaction conditions: temperature 0 celsius, time 2 day. Product: CNC(=O)C=1SC(=C(C1)C1=CC=C(C=C1)S(=O)C)C1=CC=C(C=C1)F (N-methyl-5-(4-fluorophenyl)-4-[4-(methylsulfinyl)phenyl]thiophene-2-carboxamide). The yield is 63.4%. As a reaction SMILES: [CH3:1][NH:2][C:3]([C:5]1[S:6][C:7]([C:18]2[CH:23]=[CH:22][C:21]([F:24])=[CH:20][CH:19]=2)=[C:8]([C:10]2[CH:15]=[CH:14][C:13]([S:16][CH3:17])=[CH:12][CH:11]=2)[CH:9]=1)=[O:4].I([O-])(=O)(=O)=[O:26].[Na+].O>CO>[CH3:1][NH:2][C:3]([C:5]1[S:6][C:7]([C:18]2[CH:19]=[CH:20][C:21]([F:24])=[CH:22][CH:23]=2)=[C:8]([C:10]2[CH:11]=[CH:12][C:13]([S:16]([CH3:17])=[O:26])=[CH:14][CH:15]=2)[CH:9]=1)=[O:4] |f:1.2|. Procedure: A mixture of N-methyl-5-(4-fluorophenyl)-4-[4-(methylthio)phenyl]thiophene-2-carboxamide (1.66 g), sodium periodate (1.05 g) and water (1 ml) in methanol (100 ml) was stirred at 0° C. for 2 days. The insoluble was filtered and the filtrate was evaporated. The residue was extracted with dichloromethane. The extract was washed with water, dried over magnesium sulfate and concentrated to dryness. The residue was recrystallized from ethanol to give colorless crystals of N-methyl-5-(4-fluorophenyl)-4...